This data is from the Open Reaction Database (ORD), a public repository of structured organic reaction records. The task is: describe an organic reaction: reactants, conditions, products, and yield The reactants are [BH4-], CO, Cl[Co]Cl, N#Cc1ccc2nc(Cc3ccc4c(c3)OCO4)n3nc(N)nc3c2c1, [Na+], C1CCOC1. Yields the product NCc1ccc2nc(Cc3ccc4c(c3)OCO4)n3nc(N)nc3c2c1. RXN SMILES: [BH4-:27].[CH3:34][OH:35].[Co:36]([Cl:37])[Cl:38].[NH2:1][c:2]1[n:3][n:4]2[c:5]([CH2:17][c:18]3[cH:19][c:20]4[c:21]([cH:25][cH:26]3)[O:22][CH2:23][O:24]4)[n:6][c:7]3[cH:8][cH:9][c:10]([C:15]#[N:16])[cH:11][c:12]3[c:13]2[n:14]1.[Na+:28].[O:29]1[CH2:30][CH2:31][CH2:32][CH2:33]1>>[NH2:1][c:2]1[n:3][n:4]2[c:5]([CH2:17][c:18]3[cH:19][c:20]4[c:21]([cH:25][cH:26]3)[O:22][CH2:23][O:24]4)[n:6][c:7]3[cH:8][cH:9][c:10]([CH2:15][NH2:16])[cH:11][c:12]3[c:13]2[n:14]1. Starting materials: [H-].[Na+] (NaH), O=C1NCCC1 (2-oxopyrrolidine), ClC(=O)OC1=CC=CC=C1 (phenyl chloroformate), ice water. The solvent is C1CCOC1 (THF), C1CCOC1 (THF). Reaction conditions: temperature -60 celsius. Product: O=C1N(CCC1)C(=O)OC1=CC=CC=C1 (2-oxo-1-phenoxycarbonylpyrrolidine). The yield is 100.1%. RXN SMILES: [H-].[Na+].[O:3]=[C:4]1[CH2:8][CH2:7][CH2:6][NH:5]1.Cl[C:10]([O:12][C:13]1[CH:18]=[CH:17][CH:16]=[CH:15][CH:14]=1)=[O:11]>C1COCC1>[O:3]=[C:4]1[CH2:8][CH2:7][CH2:6][N:5]1[C:10]([O:12][C:13]1[CH:18]=[CH:17][CH:16]=[CH:15][CH:14]=1)=[O:11] |f:0.1|. Reported procedure: To a solution of 7.36 g (184 mmol) of NaH (60%) in 200 ml of THF was added 15.68 g (184 mmol) of 2-oxopyrrolidine with stirring under ice-cooling, and further the mixture was stirred at room temperature for 1 hr. until H2 gas ceased to evolve. The reaction solution was added to a solution of 29.7 g (190 mmol) of phenyl chloroformate in 100 ml of THF cooled at -60° C. and then stirred at room temperature for 4 hr. The reaction solution was poured into ice water, and then extracted with ethyl acet...